From a dataset of the Open Reaction Database (ORD), a public repository of structured organic reaction records. describe an organic reaction: reactants, conditions, products, and yield The reactants are SC=1OC2=C(N1)C=C(C=C2)F (2-mercapto-5-fluorobenzoxazole), O=P(Cl)(Cl)Cl (POCl3), P(Cl)(Cl)(Cl)(Cl)Cl (PCl5). Run in C(Cl)Cl (CH2Cl2). Reaction conditions: time 5.5 hour. Yields the product ClC=1OC2=C(N1)C=C(C=C2)F (2-chloro-5-fluorobenzoxazole). Isolated yield 86.9%. Reaction SMILES: S[C:2]1[O:3][C:4]2[CH:10]=[CH:9][C:8]([F:11])=[CH:7][C:5]=2[N:6]=1.O=P(Cl)(Cl)[Cl:14].P(Cl)(Cl)(Cl)(Cl)Cl>C(Cl)Cl>[Cl:14][C:2]1[O:3][C:4]2[CH:10]=[CH:9][C:8]([F:11])=[CH:7][C:5]=2[N:6]=1. Procedure details: The 2-mercapto-5-fluorobenzoxazole (2.0 g, 11.8 mmol) is slurried into POCl3 (9.7 mL, 104 mmol). The slurry is treated with PCl5 (3.0 g, 14.2 mmol) and 5.0 mL of anhydrous CH2Cl2. The mixture is stirred at room temperature for 5.5 hours. After this time excess POCl3 is removed under reduced pressure. The residue is treated with saturated aqueous NaHCO3 and the mixture is poured into a separatory funnel. The mixture is extracted with EtOAc and the combined extracts are washed with brine and dried...